Dataset: the Open Reaction Database (ORD), a public repository of structured organic reaction records. Task: describe an organic reaction: reactants, conditions, products, and yield The reactants are C1=CC(=CC(=C1)Cl)C(=O)OO (mCPBA), C(C)OCC=1N(C2=C(C=NC=3C=CC=CC23)N1)CC(CC)=O (1-[2-(ethoxymethyl)-1H-imidazo[4,5-c]quinolin-1-yl]butan-2-one), [OH-].[NH4+] (ammonium hydroxide), C1(=CC=C(C=C1)S(=O)(=O)Cl)C (p-toluenesulfonyl chloride). Solvent: C(Cl)(Cl)Cl (chloroform). Conditions: temperature 0 celsius, time 1 hour. The product is NC1=NC=2C=CC=CC2C2=C1N=C(N2CC(CC)=O)COCC (1-[4-amino-2-(ethoxymethyl)-1H-imidazo[4,5-c]quinolin-1-yl]butan-2-one). Reaction SMILES: C1C=C(Cl)C=C(C(OO)=O)C=1.[CH2:12]([O:14][CH2:15][C:16]1[N:17]([CH2:29][C:30](=[O:33])[CH2:31][CH3:32])[C:18]2[C:27]3[CH:26]=[CH:25][CH:24]=[CH:23][C:22]=3[N:21]=[CH:20][C:19]=2[N:28]=1)[CH3:13].[OH-].[NH4+:35].C1(C)C=CC(S(Cl)(=O)=O)=CC=1>C(Cl)(Cl)Cl>[NH2:35][C:20]1[C:19]2[N:28]=[C:16]([CH2:15][O:14][CH2:12][CH3:13])[N:17]([CH2:29][C:30](=[O:33])[CH2:31][CH3:32])[C:18]=2[C:27]2[CH:26]=[CH:25][CH:24]=[CH:23][C:22]=2[N:21]=1 |f:2.3|. Reported procedure: mCPBA (2.11 g, 8.57 mmol) was added to a solution of 1-[2-(ethoxymethyl)-1H-imidazo[4,5-c]quinolin-1-yl]butan-2-one (1.96 g, 6.59 mmol) in chloroform (30 mL) at room temperature. The reaction mixture was stirred for 1 hour, then was cooled to 0° C. Concentrated ammonium hydroxide (10 mL) and p-toluenesulfonyl chloride (1.38 g, 7.25 mmol) were added. The mixture was stirred at 0° C. for 1 hour, then was filtered. The filtrate was diluted with dichloromethane (50 mL) and saturated aqueous sodium b... RXN SMILES: [F:15][c:16]1[c:17]([OH:23])[c:18]([F:22])[cH:19][cH:20][cH:21]1.[F:1][c:2]1[c:3]([C:4](=[O:5])[O:6][CH3:7])[cH:8][c:9]([N+:12](=[O:13])[O-:14])[cH:10][cH:11]1>>[c:2]1([O:23][c:17]2[c:16]([F:15])[cH:21][cH:20][cH:19][c:18]2[F:22])[c:3]([C:4](=[O:5])[O:6][CH3:7])[cH:8][c:9]([N+:12](=[O:13])[O-:14])[cH:10][cH:11]1. Starting materials: Oc1c(F)cccc1F, COC(=O)c1cc([N+](=O)[O-])ccc1F. Yields the product COC(=O)c1cc([N+](=O)[O-])ccc1Oc1c(F)cccc1F. Reactants: C(C1=CC=CC=C1)(=O)C1=C(C=CC=C1C)CC#N ((2-benzoyl-3-methylphenyl)acetonitrile), Cl.CCOC(=O)C (HCl EtOAc). The reagents and catalysts are [Pt]=O (platinum oxide). Solvent: CCO (EtOH). Reaction conditions: time 5 hour. Product: Cl.CC=1C=CC=C2CCN=C(C12)C1=CC=CC=C1 (8-methyl-1-phenyl-3,4-dihydroisoquinoline hydrochloride). Reaction SMILES: [C:1]([C:9]1[C:14]([CH3:15])=[CH:13][CH:12]=[CH:11][C:10]=1[CH2:16][C:17]#[N:18])(=O)[C:2]1[CH:7]=[CH:6][CH:5]=[CH:4][CH:3]=1.[ClH:19].CCOC(C)=O>[Pt]=O.CCO>[ClH:19].[CH3:15][C:14]1[CH:13]=[CH:12][CH:11]=[C:10]2[C:9]=1[C:1]([C:2]1[CH:7]=[CH:6][CH:5]=[CH:4][CH:3]=1)=[N:18][CH2:17][CH2:16]2 |f:1.2,5.6|. Procedure details: To (2-benzoyl-3-methylphenyl)acetonitrile (3.3 g) were added EtOH (40 mL), 4 M HCl/EtOAc (5 mL), and platinum oxide (IV) (0.53 g), followed by stirring under a hydrogen atmosphere for 5 hours. The reaction liquid was filtered through celite and then concentrated. Toluene was added to the concentrate, followed by extraction with an aqueous 1 M HCl solution. A 28% aqueous ammonia solution was added to the aqueous layer, which was then extracted with toluene and dried over magnesium sulfate. The so... Reactants: CC(CC=1N=C(NC1C=C)CC(C(F)(F)F)(O)C1=CC=C(C=C1)C1=NC=C(C=C1)F)(C)C (3-[4-(2,2-dimethylpropyl)-5-vinyl-1H-imidazol-2-yl]-1,1,1-trifluoro-2-[4-(5-fluoropyridin-2-yl)phenyl]propan-2-ol). The reagents and catalysts are [Pd] (Pd). The solvent is CO (methanol). Reaction conditions: time 1 hour. Product: CC(CC=1N=C(NC1CC)CC(C(F)(F)F)(O)C1=CC=C(C=C1)C1=NC=C(C=C1)F)(C)C (3-[4-(2,2-dimethylpropyl)-5-ethyl-1H-imidazol-2-yl]-1,1,1-trifluoro-2-[4-(5-fluoropyridin-2-yl)phenyl]propan-2-ol). As a reaction SMILES: [CH3:1][C:2]([CH3:32])([CH3:31])[CH2:3][C:4]1[N:5]=[C:6]([CH2:11][C:12]([C:18]2[CH:23]=[CH:22][C:21]([C:24]3[CH:29]=[CH:28][C:27]([F:30])=[CH:26][N:25]=3)=[CH:20][CH:19]=2)([OH:17])[C:13]([F:16])([F:15])[F:14])[NH:7][C:8]=1[CH:9]=[CH2:10]>CO.[Pd]>[CH3:31][C:2]([CH3:1])([CH3:32])[CH2:3][C:4]1[N:5]=[C:6]([CH2:11][C:12]([C:18]2[CH:23]=[CH:22][C:21]([C:24]3[CH:29]=[CH:28][C:27]([F:30])=[CH:26][N:25]=3)=[CH:20][CH:19]=2)([OH:17])[C:13]([F:16])([F:15])[F:14])[NH:7][C:8]=1[CH2:9][CH3:10]. Procedure: Pd (10 wt % on activated carbon) (ca. 1 mg, cat.) was added to a degassed solution of 3-[4-(2,2-dimethylpropyl)-5-vinyl-1H-imidazol-2-yl]-1,1,1-trifluoro-2-[4-(5-fluoropyridin-2-yl)phenyl]propan-2-ol (3 mg, 0.007 mmol) in methanol (1 mL). After stirring under an atmosphere of hydrogen for 1 h, the reaction mixture was filtered through celite rinsing with methanol. The filtrate was concentrated in vacuo to afford the title compound. 1H NMR (500 MHz, CD3OD) δ 8.53 (d, J=3.0 Hz, 1H), 7.99 (d, J=8.4... Reactants: CC1(OB(OC1(C)C)C=1C=C2C(=CC=NC2=CC1)N1C[C@H](CCC1)NC(OC(C)(C)C)=O)C ((S)-tert-butyl 1-(6-(4,4,5,5-tetramethyl-1,3,2-dioxaborolan-2-yl)quinolin-4-yl)piperidin-3-ylcarbamate), C(C1=CC=CC=C1)OC1=NC(=NC=C1)Cl (4-(benzyloxy)-2-chloropyrimidine), C(=O)([O-])[O-].[Na+].[Na+] (Na2CO3). The reagents and catalysts are C1=CC=C(C=C1)P([C-]2C=CC=C2)C3=CC=CC=C3.C1=CC=C(C=C1)P([C-]2C=CC=C2)C3=CC=CC=C3.Cl[Pd]Cl.[Fe+2].C(Cl)Cl (Pd(dppf)Cl2 DCM). Solvent: COCCOC (DME). Run at time 20 minute. The product is C(C1=CC=CC=C1)OC1=NC(=NC=C1)C=1C=C2C(=CC=NC2=CC1)N1C[C@H](CCC1)NC(OC(C)(C)C)=O ((S)-tert-butyl 1-(6-(4-(benzyloxy)pyrimidin-2-yl)quinolin-4-yl)piperidin-3-ylcarbamate). Isolated yield 88.0%. Reaction SMILES: CC1(C)C(C)(C)OB([C:9]2[CH:10]=[C:11]3[C:16](=[CH:17][CH:18]=2)[N:15]=[CH:14][CH:13]=[C:12]3[N:19]2[CH2:24][CH2:23][CH2:22][C@H:21]([NH:25][C:26](=[O:32])[O:27][C:28]([CH3:31])([CH3:30])[CH3:29])[CH2:20]2)O1.[CH2:34]([O:41][C:42]1[CH:47]=[CH:46][N:45]=[C:44](Cl)[N:43]=1)[C:35]1[CH:40]=[CH:39][CH:38]=[CH:37][CH:36]=1.C([O-])([O-])=O.[Na+].[Na+]>C1C=CC(P(C2C=CC=CC=2)[C-]2C=CC=C2)=CC=1.C1C=CC(P(C2C=CC=CC=2)[C-]2C=CC=C2)=CC=1.Cl[Pd]Cl.[Fe+2].C(Cl)Cl.COCCOC>[CH2:34]([O:41][C:42]1[CH:47]=[CH:46][N:45]=[C:44]([C:9]2[CH:10]=[C:11]3[C:16](=[CH:17][CH:18]=2)[N:15]=[CH:14][CH:13]=[C:12]3[N:19]2[CH2:24][CH2:23][CH2:22][C@H:21]([NH:25][C:26](=[O:32])[O:27][C:28]([CH3:29])([CH3:30])[CH3:31])[CH2:20]2)[N:43]=1)[C:35]1[CH:36]=[CH:37][CH:38]=[CH:39][CH:40]=1 |f:2.3.4,5.6.7.8.9|. Reported procedure: To a mixture of (S)-tert-butyl 1-(6-(4,4,5,5-tetramethyl-1,3,2-dioxaborolan-2-yl)quinolin-4-yl)piperidin-3-ylcarbamate (1.0 equiv.), 4-(benzyloxy)-2-chloropyrimidine (2.0 equiv.) and Pd(dppf)Cl2-DCM (0.15 equiv) in a 20 ml microwave vial, DME and 2M Na2CO3 were added (1.0 M). The vial was submitted to 125° C. for 20 min in microwave. The resulting mixture was partitioned between EtOAc and H2O. Upon separation, the organic layer was washed with NaCl(sat.), dried over Na2SO4, concentrated and puri... The reactants are Nc1cccc(Br)c1, CC(=O)OC(C)=O, ClCCl. The product is CC(=O)Nc1cccc(Br)c1. As a reaction SMILES: [Br:1][c:2]1[cH:3][c:4]([NH2:5])[cH:6][cH:7][cH:8]1.[CH3:9][C:10](=[O:11])[O:12][C:13](=[O:14])[CH3:15].[Cl:16][CH2:17][Cl:18]>>[Br:1][c:2]1[cH:3][c:4]([NH:5][C:10]([CH3:9])=[O:11])[cH:6][cH:7][cH:8]1. Reactants: C(C)C1=C(C(=O)O)C=CC(=C1)NC(=O)C=1C=NC=CC1 (ethyl 4-[(3-pyridinylcarbonyl)amino]benzoic acid), [OH-].[Na+] (sodium hydroxide). Run in CO (methanol). Product: N1=CC(=CC=C1)C(=O)NC1=CC=C(C(=O)O)C=C1 (4-[(3-Pyridinylcarbonyl)amino]benzoic acid). As a reaction SMILES: C([C:3]1[CH:11]=[C:10]([NH:12][C:13]([C:15]2[CH:16]=[N:17][CH:18]=[CH:19][CH:20]=2)=[O:14])[CH:9]=[CH:8][C:4]=1[C:5]([OH:7])=[O:6])C.[OH-].[Na+]>CO>[N:17]1[CH:18]=[CH:19][CH:20]=[C:15]([C:13]([NH:12][C:10]2[CH:11]=[CH:3][C:4]([C:5]([OH:7])=[O:6])=[CH:8][CH:9]=2)=[O:14])[CH:16]=1 |f:1.2|. Procedure details: A mixture of 12.0 g (0.044 mol) of ethyl 4-[(3-pyridinylcarbonyl)amino]benzoic acid, 65 ml of 2N sodium hydroxide and 120 ml of methanol is refluxed for 0.75 hour. The solvent is removed and the residue extracted with diethyl ether. The residue is diluted with water and solid citric acid is added until the pH is 4-5. The mixture is filtered and the solid washed with water and air dried to give crystals, m.p. 307°-310° C.